This data is from the Open Reaction Database (ORD), a public repository of structured organic reaction records. The task is: describe an organic reaction: reactants, conditions, products, and yield The reactants are C(=O)(O)[O-].[Na+] (NaHCO3), CC1=NCCC2=CC(=C(C=C12)OC)OC (1-methyl-6,7-dimethoxy-3,4-dihydroisoquinoline), C([O-])([O-])=O.[K+].[K+] (potassium carbonate), C(C)O (ethanol), C(C)C(C(C(=O)[O-])=O)Br (ethylbromopyruvate). The product is COC=1C=C2CCN3C(C2=CC1OC)=CC(=C3)C(=O)OCC (ethyl 8,9-dimethoxy-5,6-dihydropyrrolo[2,1-a]isoquinoline-2-carboxylate). As a reaction SMILES: [CH3:1][C:2]1[C:11]2[C:6](=[CH:7][C:8]([O:14][CH3:15])=[C:9]([O:12][CH3:13])[CH:10]=2)[CH2:5][CH2:4][N:3]=1.C(=O)([O-])[O-].[K+].[K+].C([CH:24](Br)[C:25](=O)[C:26]([O-:28])=[O:27])C.C([O-])(O)=O.[Na+].[CH2:36](O)[CH3:37]>>[CH3:15][O:14][C:8]1[CH:7]=[C:6]2[C:11](=[CH:10][C:9]=1[O:12][CH3:13])[C:2]1=[CH:1][C:25]([C:26]([O:28][CH2:36][CH3:37])=[O:27])=[CH:24][N:3]1[CH2:4][CH2:5]2 |f:1.2.3,5.6|. Procedure: To a mixture of 1-methyl-6,7-dimethoxy-3,4-dihydroisoquinoline (2 g) and potassium carbonate (2.4 g) in ethanol (50 ml) was added dropwise ethylbromopyruvate (1.22 ml). The reaction mixture was refluxed for 3 hrs. The reaction was allowed to cool to ambient temperature before a saturated aqueous NaHCO3 solution was added. The aqueous phase was extracted with ethyl acetate twice. The combined organic layers were washed with brine. The organic layer was dried (MgSO4), filtered and concentrated in ... Starting materials: C(CO)O (ethylene glycol), [H-].[Na+] (sodium hydride), FC1=NC=CC(=C1)C=1C(=NC(=NC1C=1OC=CC1)N)C=1OC=CC1 (5-(2-fluoro-4-pyridyl)-4,6-di(2-furyl)-2-pyrimidinamine). Solvent: CN(C=O)C (N,N-dimethylformamide). Conditions: temperature 80 celsius, time 30 minute. Yields the product NC1=NC(=C(C(=N1)C=1OC=CC1)C1=CC(=NC=C1)OCCO)C=1OC=CC1 (2-({4-[2-Amino-4,6-di(2-furyl)-5-pyrimidinyl]-2-pyridyl}oxy)-1-ethanol). The yield is 36.3%. As a reaction SMILES: [H-].[Na+].[CH2:3]([OH:6])[CH2:4][OH:5].F[C:8]1[CH:13]=[C:12]([C:14]2[C:15]([C:26]3[O:27][CH:28]=[CH:29][CH:30]=3)=[N:16][C:17]([NH2:25])=[N:18][C:19]=2[C:20]2[O:21][CH:22]=[CH:23][CH:24]=2)[CH:11]=[CH:10][N:9]=1>CN(C)C=O>[NH2:25][C:17]1[N:16]=[C:15]([C:26]2[O:27][CH:28]=[CH:29][CH:30]=2)[C:14]([C:12]2[CH:11]=[CH:10][N:9]=[C:8]([O:5][CH2:4][CH2:3][OH:6])[CH:13]=2)=[C:19]([C:20]2[O:21][CH:22]=[CH:23][CH:24]=2)[N:18]=1 |f:0.1|. Procedure details: In a reaction vessel, sodium hydride (15 mg, 0.372 mmol) was suspended in N,N-dimethylformamide (4 ml) and ethylene glycol (23 mg, 0.372 mmol) was added thereto, followed by stirring at 80° C. for 30 minutes under an atmosphere of nitrogen gas. Subsequently, 5-(2-fluoro-4-pyridyl)-4,6-di(2-furyl)-2-pyrimidinamine (100 mg, 0.310 mmol) was added thereto, followed by stirring for 14 hours under the same conditions. Then, the reaction was terminated by adding water thereto. The reaction mixture was ... The reactants are C(#C)C=1C=NN2C1N=C(C=C2C(F)F)C2=CC(=CC=C2)C(F)(F)F (3-ethynyl-7-difluoromethyl-5-(3-trifluoromethyl-phenyl)-pyrazolo[1,5-a]pyrimidine), OCC(CO)NS(=O)(=O)C=1SC(=CC1)Br (5-Bromo-thiophene-2-sulfonic acid (2-hydroxy-1-hydroxymethyl-ethyl)-amide). Product: OCC(CO)NS(=O)(=O)C=1SC(=CC1)C#CC=1C=NN2C1N=C(C=C2C(F)F)C2=CC(=CC=C2)C(F)(F)F (5-[7-Difluoromethyl-5-(3-trifluoromethyl-phenyl)-pyrazolo[1,5-a]pyrimidin-3-ylethynyl]-thiophene-2-sulfonic acid (2-hydroxy-1-hydroxymethyl-ethyl)-amide), solid. Isolated yield 80.0%. RXN SMILES: [C:1]([C:3]1[CH:4]=[N:5][N:6]2[C:11]([CH:12]([F:14])[F:13])=[CH:10][C:9]([C:15]3[CH:20]=[CH:19][CH:18]=[C:17]([C:21]([F:24])([F:23])[F:22])[CH:16]=3)=[N:8][C:7]=12)#[CH:2].[OH:25][CH2:26][CH:27]([NH:30][S:31]([C:34]1[S:35][C:36](Br)=[CH:37][CH:38]=1)(=[O:33])=[O:32])[CH2:28][OH:29]>>[OH:25][CH2:26][CH:27]([NH:30][S:31]([C:34]1[S:35][C:36]([C:2]#[C:1][C:3]2[CH:4]=[N:5][N:6]3[C:11]([CH:12]([F:14])[F:13])=[CH:10][C:9]([C:15]4[CH:20]=[CH:19][CH:18]=[C:17]([C:21]([F:23])([F:24])[F:22])[CH:16]=4)=[N:8][C:7]=23)=[CH:37][CH:38]=1)(=[O:33])=[O:32])[CH2:28][OH:29]. Reported procedure: The title compound was prepared from 3-ethynyl-7-difluoromethyl-5-(3-trifluoromethyl-phenyl)-pyrazolo[1,5-a]pyrimidine (example C.15) (169 mg, 0.5 mmol) and 5-bromo-thiophene-2-sulfonic acid (2-hydroxy-1-hydroxymethyl-ethyl)-amide (example B.54) (158 mg, 0.5 mmol) according to general procedure II. Obtained as a yellow solid (230 mg, 80%). MS (ISN) 571.0 [(M−H)−]; mp 153° C.